Dataset: the Open Reaction Database (ORD), a public repository of structured organic reaction records. Task: describe an organic reaction: reactants, conditions, products, and yield Solvent: CO (MeOH), C(Cl)(Cl)Cl (CHCl3). Reaction conditions: time 8 hour. RXN SMILES: [C:1]([C:5]1[CH:10]=[C:9]([O:11][S:12](=[O:17])(=[O:16])[N:13]([CH3:15])[CH3:14])[C:8]([CH3:18])=[CH:7][C:6]=1[S:19]S(C1C=CC(C)=CC=1)(=O)=O)([CH3:4])([CH3:3])[CH3:2].[OH:30][C:31]1[CH2:36][C:35]([CH2:46][CH2:47][C:48]2[CH:53]=[CH:52][C:51]([OH:54])=[CH:50][CH:49]=2)([CH2:37][CH2:38][C:39]2[CH:44]=[CH:43][C:42]([OH:45])=[CH:41][CH:40]=2)[O:34][C:33](=[O:55])[CH:32]=1.C([O-])([O-])=O.[K+].[K+].CN(C=O)C>CO.C(Cl)(Cl)Cl>[C:1]([C:5]1[C:6]([S:19][C:32]2[C:33](=[O:55])[O:34][C:35]([CH2:37][CH2:38][C:39]3[CH:40]=[CH:41][C:42]([OH:45])=[CH:43][CH:44]=3)([CH2:46][CH2:47][C:48]3[CH:49]=[CH:50][C:51]([OH:54])=[CH:52][CH:53]=3)[CH2:36][C:31]=2[OH:30])=[CH:7][C:8]([CH3:18])=[C:9]([O:11][S:12](=[O:16])(=[O:17])[N:13]([CH3:15])[CH3:14])[CH:10]=1)([CH3:4])([CH3:2])[CH3:3] |f:2.3.4|. Procedure details: To a round bottom flask equipped with a magnetic stirrer were added toluene-4-thiosulfonic acid S-(2-tert-butyl-4-dimethylsulfamoyloxy-5-methyl-phenyl) ester (prepared in Example UUU; 0.128 g, 0.280 mmol), 4-hydroxy-6,6-bis-[2-(4-hydroxy-phenyl)-ethyl]-5,6-dihydro-pyran-2-one (prepared in Example PP; 0.100 g, 0.280 mmol), K2CO3 (0.154 g, 1.12 mmol), and DMF (8 mL), as described in General Method 9. The slurry was stirred at room temperature overnight. After standard work-up, the residue was subm... The reactants are C(C)(C)(C)C1=C(C=C(C(=C1)OS(N(C)C)(=O)=O)C)SS(=O)(=O)C1=CC=C(C=C1)C (toluene-4-thiosulfonic acid S-(2-tert-butyl-4-dimethylsulfamoyloxy-5-methyl-phenyl) ester), OC1=CC(OC(C1)(CCC1=CC=C(C=C1)O)CCC1=CC=C(C=C1)O)=O (4-hydroxy-6,6-bis-[2-(4-hydroxy-phenyl)-ethyl]-5,6-dihydro-pyran-2-one), C(=O)([O-])[O-].[K+].[K+] (K2CO3), CN(C)C=O (DMF). Yields the product C(C)(C)(C)C=1C(=CC(=C(C1)OS(N(C)C)(=O)=O)C)SC=1C(OC(CC1O)(CCC1=CC=C(C=C1)O)CCC1=CC=C(C=C1)O)=O (Dimethyl-sulfamic acid 5-tert-butyl-4-{4-hydroxy-6,6-bis-[2-(4-hydroxy-phenyl)-ethyl]-2-oxo-5,6-dihydro-2H-pyran-3-ylsulfanyl}-2-methyl-phenyl ester). Reactants: C1(O)=CC(O)=CC=C1 (resorcinol), CC1(CC(CC(C1)C)O)C (3,3,5-trimethylcyclohexanol), C1(=CC=CC=C1)P(C1=CC=CC=C1)C1=CC=CC=C1 (triphenylphosphine), N(=NC(=O)OC(C)C)C(=O)OC(C)C (diisopropyl azodicarboxylate). The solvent is O1CCCC1 (tetrahydrofuran), O1CCCC1 (tetrahydrofuran). Run at time 12 hour. Product: CC1(CC(CC(C1)C)OC=1C=C(C=CC1)O)C (3-(3,3,5-trimethylcyclohexyloxy)phenol). Isolated yield 22.0%. As a reaction SMILES: [C:1]1([CH:8]=[CH:7][CH:6]=[C:4]([OH:5])[CH:3]=1)[OH:2].[CH3:9][C:10]1([CH3:18])[CH2:15][CH:14]([CH3:16])[CH2:13][CH:12](O)[CH2:11]1.C1(P(C2C=CC=CC=2)C2C=CC=CC=2)C=CC=CC=1.N(C(OC(C)C)=O)=NC(OC(C)C)=O>O1CCCC1>[CH3:9][C:10]1([CH3:18])[CH2:15][CH:14]([CH3:16])[CH2:13][CH:12]([O:2][C:1]2[CH:3]=[C:4]([OH:5])[CH:6]=[CH:7][CH:8]=2)[CH2:11]1. Procedure details: In a four necked flask (1 L) sufficiently dried, substituted with nitrogen, and equipped with a dropping funnel, Dimroth condenser tube, thermometer and stirring blade, resorcinol (42 g, 0.38 mol), 3,3,5-trimethylcyclohexanol (54 g, 0.57 mol) and triphenylphosphine (150 g, 0.57 mol) were dissolved in dried tetrahydrofuran (200 ml) under a nitrogen gas stream, and a mixed solution of diisopropyl azodicarboxylate (100 g, 0.5 mol) and dried tetrahydrofuran (150 ml) was dropped for 1 hour while cool... Run at time 15 minute. The reactants are C1(=CC=CC=C1)C1=NN=C2N1N=C(C(=C2)C2=CC=CC=C2)OCC=2NN=CN2 (3.7-Di-phenyl-6-(2H-1,2,4-triazol-3-ylmethoxy)-1,2,4-triazolo[4,3-b]pyridazine), O (Water), [H-].[Na+] (Sodium hydride), ClCC#N (Chloroacetonitrile). Product: C1(=CC=CC=C1)C1=NN=C2N1N=C(C(=C2)C2=CC=CC=C2)OCC2=NN(C=N2)CC#N (3-(3,7-Diphenyl-1,2,4-triazolo[4,3-b]pyridazin-6-yloxymethyl)-1,2,4-triazol-1-ylacetonitrile). Procedure details: The product from Example 72 Step c) (0.10 g) was suspended in DMF (5 ml). Sodium hydride (15 mg of a 60% dispersion in mineral oil) was added, and the mixture strrred at room temperature for 15 min. Chloroacetonitrile (41 μl) was added, and the mixture stirred as before for 2 days. Water (25 ml) was added, and the resultant precipitate filtered off and purified by flash chromatography (silica gel, 0 to 3% methanol in dichloromethane). The product was recrystallised from ethyl acetate/ethanol to ... Reaction SMILES: [C:1]1([C:7]2[N:11]3[N:12]=[C:13]([O:22][CH2:23][C:24]4[NH:25][N:26]=[CH:27][N:28]=4)[C:14]([C:16]4[CH:21]=[CH:20][CH:19]=[CH:18][CH:17]=4)=[CH:15][C:10]3=[N:9][N:8]=2)[CH:6]=[CH:5][CH:4]=[CH:3][CH:2]=1.[H-].[Na+].Cl[CH2:32][C:33]#[N:34].O>CN(C=O)C>[C:1]1([C:7]2[N:11]3[N:12]=[C:13]([O:22][CH2:23][C:24]4[N:28]=[CH:27][N:26]([CH2:32][C:33]#[N:34])[N:25]=4)[C:14]([C:16]4[CH:21]=[CH:20][CH:19]=[CH:18][CH:17]=4)=[CH:15][C:10]3=[N:9][N:8]=2)[CH:6]=[CH:5][CH:4]=[CH:3][CH:2]=1 |f:1.2|. Solvent: CN(C)C=O (DMF). Run at temperature 40 celsius. Run in C(Cl)Cl (DCM). Procedure details: A solution of 8-(1-(allyloxy)allyl)-1,4-dioxaspiro[4.5]decane (347 mg, 1.46 mmol), prepared in the previous step, and the Grubbs Generation II catalyst (62 mg, 0.07 mmol) in DCM was degassed and heated to 40° C. under argon for 4 hours. After extraction with saturated NaHCO3 solution, the organic layer was concentrated in vacuo and the residue purified by flash chromatography (silica gel, ether) to afford the product. Product: O1C(C=CC1)C1CCC2(OCCO2)CC1 (8-(2,5-dihydrofuran-2-yl)-1,4-dioxaspiro[4.5]decane). Reactants: N1CCC1 (azetidine), C(C=C)OC(C=C)C1CCC2(OCCO2)CC1 (8-(1-(allyloxy)allyl)-1,4-dioxaspiro[4.5]decane). Reagents/catalysts: catalyst. Reaction SMILES: [CH2:1]([O:4][CH:5]([CH:8]1[CH2:17][CH2:16][C:11]2([O:15][CH2:14][CH2:13][O:12]2)[CH2:10][CH2:9]1)[CH:6]=[CH2:7])C=C.N1CCC1>C(Cl)Cl>[O:4]1[CH2:1][CH:7]=[CH:6][CH:5]1[CH:8]1[CH2:9][CH2:10][C:11]2([O:12][CH2:13][CH2:14][O:15]2)[CH2:16][CH2:17]1. Reactants: SCCC(=O)O (3-mercaptopropionic acid), C(C)(C)(C)C1=NC(=CC(=C1)C)C(C)(C)C (2,6-di-tert-butyl-4-methylpyridine), FC(S(=O)(=O)[O-])(F)F.FC(C(F)(F)F)(F)[I+]C1=CC=CC=C1 (pentafluoroethylphenyliodonium trifluoromethanesulfonate). Solvent: C(Cl)Cl (methylene chloride). The product is FC(C(F)(F)F)(CCC(=S)O)F (3-pentafluoroethylthiopropionic acid). Reaction SMILES: S[CH2:2][CH2:3][C:4]([OH:6])=O.C(C1C=C(C)C=C(C(C)(C)C)N=1)(C)(C)C.FC(F)(F)[S:24]([O-])(=O)=O.[F:30][C:31]([I+]C1C=CC=CC=1)([F:36])[C:32]([F:35])([F:34])[F:33]>C(Cl)Cl>[F:30][C:31]([F:36])([CH2:2][CH2:3][C:4]([OH:6])=[S:24])[C:32]([F:35])([F:34])[F:33] |f:2.3|. Procedure details: 2.0 ml of methylene chloride, 0.05 ml (0.58 mmol) of 3-mercaptopropionic acid and 120 mg (0.59 mmol) of 2,6-di-tert-butyl-4-methylpyridine were charged in a flask, and 261 mg (0.55 mmol) of pentafluoroethylphenyliodonium trifluoromethanesulfonate was added thereto in small portions while stirring at room temperature, followed by stirring the mixture at room temperature for 20 minutes. The resulting white precipitate was filtered, subjected to column chromatography of a small amount of silica gel... Starting materials: COC(=O)N1C[C@@H](CCC1)C1=CC(=CC=C1)OC(C)(C)C(=O)OCC1=CC=CC=C1 ((S)-3-[3-(1-Benzyloxycarbonyl-1-methyl-ethoxy)-phenyl]-piperidine-1-carboxylic acid methyl ester). The reagents and catalysts are [Pd] (Palladium on carbon). Run in CO (methanol). Reaction conditions: time 3 hour. The product is COC(=O)N1C[C@@H](CCC1)C1=CC(=CC=C1)OC(C)(C)C(=O)O ((S)-3-[3-(1-carboxy-1-methyl-ethoxy)-phenyl]-piperidine-1-carboxylic acid methyl ester). The yield is 91.9%. RXN SMILES: [CH3:1][O:2][C:3]([N:5]1[CH2:10][CH2:9][CH2:8][C@@H:7]([C:11]2[CH:16]=[CH:15][CH:14]=[C:13]([O:17][C:18]([C:21]([O:23]CC3C=CC=CC=3)=[O:22])([CH3:20])[CH3:19])[CH:12]=2)[CH2:6]1)=[O:4]>[Pd].CO>[CH3:1][O:2][C:3]([N:5]1[CH2:10][CH2:9][CH2:8][C@@H:7]([C:11]2[CH:16]=[CH:15][CH:14]=[C:13]([O:17][C:18]([C:21]([OH:23])=[O:22])([CH3:20])[CH3:19])[CH:12]=2)[CH2:6]1)=[O:4]. Procedure details: 10% Palladium on carbon (18 mg, 10 wt %) was added to a solution of (S)-3-[3-(1-Benzyloxycarbonyl-1-methyl-ethoxy)-phenyl]-piperidine-1-carboxylic acid methyl ester (90 mg, 0.22 mmol) in methanol (3 mL) and the resulting mixture hydrogenated at atmospheric pressure for 3 h. The reaction mixture was filtered through a plug of celite and the celite plug washed thoroughly with ethyl acetate. The combined filtrates were concentrated under reduced pressure to provide 65 mg (92%) of (S)-3-[3-(1-carbox... Reactants: [Li]CCCC (n-BuLi), solution, CC(C)=NO (acetone oxime), BrC1=CC=C(C(=O)OC)C=C1 (methyl 4-bromobenzoate), O (Water). The solvent is hexanes, C1CCOC1 (THF), C1CCOC1 (THF). Conditions: time 24 hour. Product: BrC1=CC=C(C=C1)C1=CC(=NO1)C (5-(4-Bromophenyl)-3-methyl isoxazole), solid. Reaction SMILES: [Li]CCCC.[CH3:6][C:7](=[N:9][OH:10])[CH3:8].[Br:11][C:12]1[CH:21]=[CH:20][C:15]([C:16](OC)=O)=[CH:14][CH:13]=1.O>C1COCC1>[Br:11][C:12]1[CH:21]=[CH:20][C:15]([C:16]2[O:10][N:9]=[C:7]([CH3:8])[CH:6]=2)=[CH:14][CH:13]=1. Procedure: A solution of n-BuLi (81 ml of a 1.6M solution in hexanes) was added to a solution of acetone oxime (4.85 g) in THF (100 ml) at 0° C. The reaction mixture was allowed to warm to rt over 1 h. A solution of methyl 4-bromobenzoate (9.4 g) in THF (30 ml) was then added to the reaction mixture and allowed to stir for 24 h. Water (50 ml) was added to the reaction, the organics were extracted and evaporated to give a brown oil, which was further evaporated from toluene (2×25 ml). The crude product was ...